From a dataset of the Open Reaction Database (ORD), a public repository of structured organic reaction records. describe an organic reaction: reactants, conditions, products, and yield The reactants are CS(=O)(=O)Nn1c(=O)[nH]c2cc([N+](=O)[O-])c(F)cc2c1=O, NC(CO)c1ccccc1. Product: CS(=O)(=O)Nn1c(=O)[nH]c2cc([N+](=O)[O-])c(NC(CO)c3ccccc3)cc2c1=O. As a reaction SMILES: [F:1][c:2]1[cH:3][c:4]2[c:5](=[O:21])[n:6]([NH:16][S:17](=[O:18])(=[O:19])[CH3:20])[c:7](=[O:15])[nH:8][c:9]2[cH:10][c:11]1[N+:12](=[O:13])[O-:14].[NH2:22][CH:23]([CH2:24][OH:25])[c:26]1[cH:27][cH:28][cH:29][cH:30][cH:31]1>>[c:2]1([NH:22][CH:23]([CH2:24][OH:25])[c:26]2[cH:27][cH:28][cH:29][cH:30][cH:31]2)[cH:3][c:4]2[c:5](=[O:21])[n:6]([NH:16][S:17](=[O:18])(=[O:19])[CH3:20])[c:7](=[O:15])[nH:8][c:9]2[cH:10][c:11]1[N+:12](=[O:13])[O-:14]. Starting materials: C(C)(C)(C)OC(=O)N1CCC(CC1)CC1C(C(=C(C1)OC)C1=C(C=C(C=C1C)C)C)=O (4-[4-methoxy-2-oxo-3-(2,4,6-trimethyl-phenyl)-cyclopent-3-enylmethyl]-piperidine-1-carboxylic acid tert-butyl ester), Cl (HCl). Solvent: CC(=O)C (acetone). Yields the product Cl.O=C1C(CC(C1C1=C(C=C(C=C1C)C)C)=O)CC1CC[NH2+]CC1 (4-[2,4-dioxo-3-(2,4,6-trimethyl-phenyl)-cyclopentylmethyl]-piperidinium hydrochloride). As a reaction SMILES: C(OC([N:8]1[CH2:13][CH2:12][CH:11]([CH2:14][CH:15]2[CH2:19][C:18]([O:20]C)=[C:17]([C:22]3[C:27]([CH3:28])=[CH:26][C:25]([CH3:29])=[CH:24][C:23]=3[CH3:30])[C:16]2=[O:31])[CH2:10][CH2:9]1)=O)(C)(C)C.[ClH:32]>CC(C)=O>[ClH:32].[O:31]=[C:16]1[CH:17]([C:22]2[C:27]([CH3:28])=[CH:26][C:25]([CH3:29])=[CH:24][C:23]=2[CH3:30])[C:18](=[O:20])[CH2:19][CH:15]1[CH2:14][CH:11]1[CH2:12][CH2:13][NH2+:8][CH2:9][CH2:10]1 |f:3.4|. Procedure details: To a solution of 4-[4-methoxy-2-oxo-3-(2,4,6-trimethyl-phenyl)-cyclopent-3-enylmethyl]-piperidine-1-carboxylic acid tert-butyl ester (15.4 g, 36 mmol) in acetone (100 ml) is added 2N HCl (100 ml) and the reaction heated to reflux for 4 hours. The solvent is removed under reduced pressure to give 4-[2,4-dioxo-3-(2,4,6-trimethyl-phenyl)-cyclopentylmethyl]-piperidinium hydrochloride (12.58 g) Starting materials: COc1ccn2c(C)c(C=Cc3ccc(NC(C)=O)c([N+](=O)[O-])c3)nc2c1, CCO. Yields the product COc1ccn2c(C)c(C=Cc3ccc(N)c([N+](=O)[O-])c3)nc2c1. Reaction SMILES: [C:1](=[O:2])([CH3:3])[NH:4][c:5]1[c:6]([N+:25](=[O:26])[O-:27])[cH:7][c:8]([CH:11]=[CH:12][c:13]2[n:14][c:15]3[n:16]([cH:17][cH:18][c:19]([O:21][CH3:22])[cH:20]3)[c:23]2[CH3:24])[cH:9][cH:10]1.[CH3:28][CH2:29][OH:30]>>[NH2:4][c:5]1[c:6]([N+:25](=[O:26])[O-:27])[cH:7][c:8]([CH:11]=[CH:12][c:13]2[n:14][c:15]3[n:16]([cH:17][cH:18][c:19]([O:21][CH3:22])[cH:20]3)[c:23]2[CH3:24])[cH:9][cH:10]1. The reactants are CN1N=CC2=CC(=CC=C12)N (1-methyl-5-aminoindazole), C(=O)(N1C=NC=C1)N1C=NC=C1 (1,1′-carbonyldiimidazole), NC1=CC=C(OC2=CC(=NC=C2)C(C)=O)C=C1 (1-[4-(4-aminophenoxy)pyridin-2-yl]ethanone). Solvent: ClCCCl (DCE), C1CCOC1 (THF), ClCCCl (DCE). Run at temperature 65 celsius. Yields the product C(C)(=O)C1=NC=CC(=C1)OC1=CC=C(C=C1)NC(=O)NC=1C=C2C=NN(C2=CC1)C (N-{4-[(2-acetylpyridin-4-yl)oxy]phenyl}-N′-(1-methyl-1H-indazol-5-yl)urea). The yield is 74.1%. Reaction SMILES: [CH3:1][N:2]1[C:10]2[C:5](=[CH:6][C:7]([NH2:11])=[CH:8][CH:9]=2)[CH:4]=[N:3]1.[C:12]([N:19]1[CH:23]=[CH:22]N=C1)(N1C=CN=C1)=[O:13].NC1C=[CH:39][C:28]([O:29][C:30]2[CH:35]=[CH:34][N:33]=[C:32]([C:36](=[O:38])[CH3:37])[CH:31]=2)=[CH:27][CH:26]=1>ClCCCl.C1COCC1>[C:36]([C:32]1[CH:31]=[C:30]([O:29][C:28]2[CH:39]=[CH:22][C:23]([NH:19][C:12]([NH:11][C:7]3[CH:6]=[C:5]4[C:10](=[CH:9][CH:8]=3)[N:2]([CH3:1])[N:3]=[CH:4]4)=[O:13])=[CH:26][CH:27]=2)[CH:35]=[CH:34][N:33]=1)(=[O:38])[CH3:37]. Reported procedure: To a solution of 1-methyl-5-aminoindazole (48.4 mg, 0.33 mmol) in anhydrous DCE (1.1 mL) and anhydrous THF (1.1 mL) was added 1,1′-carbonyldiimidazole (65.1 mg, 0.39, 1.2 eq), and the reaction mixture was stirred at 65° C. under argon. After 16 h a solution of 1-[4-(4-aminophenoxy)pyridin-2-yl]ethanone (75 mg, 0.33 mmol, 1.0 eq) in anhydrous DCE (3.3 mL) was added at ambient temperature, and the reaction mixture was stirred at 65° C. under argon for 20 h. The reaction mixture was partitioned bet... Starting materials: COC(C(C)(NC(=O)C1=C(C2=CC=CC=C2C=C1)C#CCCC1=CC=CC=C1)C)=O (2-methyl-2-{[1-(4-phenyl-but-1-ynyl)-naphthalene-2-carbonyl]-amino}-propionic acid methyl ester), [OH-].[Na+] (sodium hydroxide). Run in CO (methanol), C1CCOC1 (THF). The product is CC(C(=O)O)(C)NC(=O)C1=C(C2=CC=CC=C2C=C1)C#CCCC1=CC=CC=C1 (2-methyl-2-{[1-(4-phenyl-but-1-ynyl)-naphthalene-2-carbonyl]-amino}-propionic acid). Reaction SMILES: C[O:2][C:3](=[O:30])[C:4]([CH3:29])([NH:6][C:7]([C:9]1[CH:18]=[CH:17][C:16]2[C:11](=[CH:12][CH:13]=[CH:14][CH:15]=2)[C:10]=1[C:19]#[C:20][CH2:21][CH2:22][C:23]1[CH:28]=[CH:27][CH:26]=[CH:25][CH:24]=1)=[O:8])[CH3:5].[OH-].[Na+]>CO.C1COCC1>[CH3:29][C:4]([NH:6][C:7]([C:9]1[CH:18]=[CH:17][C:16]2[C:11](=[CH:12][CH:13]=[CH:14][CH:15]=2)[C:10]=1[C:19]#[C:20][CH2:21][CH2:22][C:23]1[CH:24]=[CH:25][CH:26]=[CH:27][CH:28]=1)=[O:8])([CH3:5])[C:3]([OH:30])=[O:2] |f:1.2|. Procedure: 20 mg 2-methyl-2-{[1-(4-phenyl-but-1-ynyl)-naphthalene-2-carbonyl]-amino}-propionic acid methyl ester were reacted with 60 μl of 2 M sodium hydroxide in 0.5 ml methanol and 0.5 ml THF for 48 h room temperature and for 4 h at 60° C. The organic solvents were then removed in vacuo, and the residue was treated with water, acidified with 2 M hydrochloric acid and extracted with ethyl acetate twice. The combined organic layers were dried over sodium sulphate, and concentrated. After chromatography on...